This data is from the Open Reaction Database (ORD), a public repository of structured organic reaction records. The task is: describe an organic reaction: reactants, conditions, products, and yield The reactants are CCOC(=O)N1CCC(N=C=S)CC1, C1CCOC1, Nc1cncnc1NCc1ccco1. Yields the product CCOC(=O)N1CCC(NC(=S)Nc2cncnc2NCc2ccco2)CC1. Reaction SMILES: [N:15](=[C:16]=[S:17])[CH:18]1[CH2:19][CH2:20][N:21]([C:24](=[O:25])[O:26][CH2:27][CH3:28])[CH2:22][CH2:23]1.[O:29]1[CH2:30][CH2:31][CH2:32][CH2:33]1.[o:1]1[c:2]([CH2:6][NH:7][c:8]2[n:9][cH:10][n:11][cH:12][c:13]2[NH2:14])[cH:3][cH:4][cH:5]1>>[o:1]1[c:2]([CH2:6][NH:7][c:8]2[n:9][cH:10][n:11][cH:12][c:13]2[NH:14][C:16]([NH:15][CH:18]2[CH2:19][CH2:20][N:21]([C:24](=[O:25])[O:26][CH2:27][CH3:28])[CH2:22][CH2:23]2)=[S:17])[cH:3][cH:4][cH:5]1. Starting materials: CC1=NC(=CC=C1)C (2,6-dimethyl pyridine), C(#N)C=1C=C(C=O)C=CC1 (3-cyanobenzaldehyde), C(C)(=O)OC(C)=O (acetic anhydride). Yields the product CC1=CC=CC(=N1)C=CC1=C(C#N)C=CC=C1 (2-(6-Methylpyridin-2-yl)-vinyl-benzonitrile). RXN SMILES: [CH3:1][C:2]1[CH:7]=[CH:6][CH:5]=[C:4]([CH3:8])[N:3]=1.[C:9]([C:11]1[CH:12]=[C:13]([CH:16]=[CH:17][CH:18]=1)C=O)#[N:10].[C:19](OC(=O)C)(=O)C>>[CH3:8][C:4]1[N:3]=[C:2]([CH:1]=[CH:19][C:12]2[CH:13]=[CH:16][CH:17]=[CH:18][C:11]=2[C:9]#[N:10])[CH:7]=[CH:6][CH:5]=1. Procedure: A solution of 2,6-dimethyl pyridine (4.2 ml, 36.28 mMol), 3-cyanobenzaldehyde (4.95 g, 37.74 mMol) in acetic anhydride (6.85 ml) is heated under reflux for 16 hours. The acetic anhydride is then evaporated in vacuo and the residue purified on column chromatography (silica gel 400 g). The column is first eluted with toluene (400 ml) and then with toluene/ethyl acetate 95:5. The fractions containing the desired compound are combined, and evaporated in vacuo. The solid residue is recrystallized fro... Yield: 53.0%. Reactants: BrC=1C=C2CCC(C2=CC1)Cl (5-bromo-1-chloro-indane), CNC (dimethylamine). Reported procedure: To a solution of 5-bromo-1-chloro-indane (542 mg, 2.35 mmol) in toluene (9 ml) was added dimethylamine (3 ml) and resulting mixture was heated at 90° C. for 1.5 hr. The reaction mixture is concentrated under reduced pressure to yield the title compound (300 mg, 53%). 1H NMR (CDCl3): 2.06 (m, 2H), 2.24 (s, 6H), 2.81-2.93 (m, 2H), 4.27 (t, 1H), 7.22 (d, 1H), 7.33 (d 1H), 7.36 (s, 1H). The product is BrC=1C=C2CCC(C2=CC1)N(C)C (5-Bromo-2,3-dihydro-N,N-dimethyl-1H-inden-1-amine). As a reaction SMILES: [Br:1][C:2]1[CH:3]=[C:4]2[C:8](=[CH:9][CH:10]=1)[CH:7](Cl)[CH2:6][CH2:5]2.[CH3:12][NH:13][CH3:14]>C1(C)C=CC=CC=1>[Br:1][C:2]1[CH:3]=[C:4]2[C:8](=[CH:9][CH:10]=1)[CH:7]([N:13]([CH3:14])[CH3:12])[CH2:6][CH2:5]2. The solvent is C1(=CC=CC=C1)C (toluene). Reaction conditions: temperature 90 celsius. Reactants: CO, COc1ccccc1Oc1c(NS(=O)(=O)C=Cc2ccc(C(=O)O)cc2)nc(-c2ncccn2)nc1OC, O=S(=O)(O)O. Product: COC(=O)c1ccc(C=CS(=O)(=O)Nc2nc(-c3ncccn3)nc(OC)c2Oc2ccccc2OC)cc1. Reaction SMILES: [CH3:44][OH:45].[CH3:6][O:7][c:8]1[c:9]([O:35][c:36]2[c:37]([O:42][CH3:43])[cH:38][cH:39][cH:40][cH:41]2)[c:10]([NH:20][S:21](=[O:22])(=[O:23])[CH:24]=[CH:25][c:26]2[cH:27][cH:28][c:29]([C:32](=[O:33])[OH:34])[cH:30][cH:31]2)[n:11][c:12](-[c:14]2[n:15][cH:16][cH:17][cH:18][n:19]2)[n:13]1.[S:1](=[O:2])(=[O:3])([OH:4])[OH:5]>>[CH3:6][O:7][c:8]1[c:9]([O:35][c:36]2[c:37]([O:42][CH3:43])[cH:38][cH:39][cH:40][cH:41]2)[c:10]([NH:20][S:21](=[O:22])(=[O:23])[CH:24]=[CH:25][c:26]2[cH:27][cH:28][c:29]([C:32](=[O:33])[O:34][CH3:44])[cH:30][cH:31]2)[n:11][c:12](-[c:14]2[n:15][cH:16][cH:17][cH:18][n:19]2)[n:13]1. The reactants are FC1=C(C=CC=C1)C(CCCCN1CCC(CC1)C=1C=C(C=CC1)NC(C(C)C)=O)=O (N-(3-{1-[5-(2-fluorophenyl)-5-oxopentyl]-4-piperidinyl}phenyl)-2-methylpropanamide), Cl.C1(=CC=CC=C1)N(N)C1=CC=CC=C1 (1,1-diphenylhydrazine hydrochloride). The product is FC1=C(C=CC=C1)C=1N(C2=CC=CC=C2C1CCCN1CCC(CC1)C=1C=C(C=CC1)NC(C(C)C)=O)C1=CC=CC=C1 (N-[3-(1-{3-[2-(2-FLUOROPHENYL)-1-PHENYL-1H-INDOL-3-YL]PROPYL}-4-PIPERIDINYL)PHENYL]-2-METHYLPROPANAMIDE). RXN SMILES: [F:1][C:2]1[CH:7]=[CH:6][CH:5]=[CH:4][C:3]=1[C:8](=O)[CH2:9][CH2:10][CH2:11][CH2:12][N:13]1[CH2:18][CH2:17][CH:16]([C:19]2[CH:20]=[C:21]([NH:25][C:26](=[O:30])[CH:27]([CH3:29])[CH3:28])[CH:22]=[CH:23][CH:24]=2)[CH2:15][CH2:14]1.Cl.[C:33]1([N:39]([C:41]2[CH:46]=[CH:45][CH:44]=[CH:43][CH:42]=2)N)[CH:38]=[CH:37][CH:36]=[CH:35][CH:34]=1>>[F:1][C:2]1[CH:7]=[CH:6][CH:5]=[CH:4][C:3]=1[C:8]1[N:39]([C:41]2[CH:46]=[CH:45][CH:44]=[CH:43][CH:42]=2)[C:33]2[C:34]([C:9]=1[CH2:10][CH2:11][CH2:12][N:13]1[CH2:18][CH2:17][CH:16]([C:19]3[CH:20]=[C:21]([NH:25][C:26](=[O:30])[CH:27]([CH3:29])[CH3:28])[CH:22]=[CH:23][CH:24]=3)[CH2:15][CH2:14]1)=[CH:35][CH:36]=[CH:37][CH:38]=2 |f:1.2|. Procedure details: Prepared by Procedure E and Scheme M using N-(3-{1-[5-(2-fluorophenyl)-5-oxopentyl]-4-piperidinyl}phenyl)-2-methylpropanamide and 1,1-diphenylhydrazine hydrochloride: ESMS m/e: 574.2 (M+H)+.